This data is from the Open Reaction Database (ORD), a public repository of structured organic reaction records. The task is: describe an organic reaction: reactants, conditions, products, and yield Starting materials: CC=1N(C2=CC=CC=C2C1)N (2-methyl-1H-indol-1-amine), Cl.ClC1=CC=NC=C1 (4-chloropyridine hydrochloride). Yields the product CC=1N(C2=CC=CC=C2C1)NC1=CC=NC=C1 (2-Methyl-N-(4-pyridinyl)-1H-indol-1-amine). Reaction SMILES: [CH3:1][C:2]1[N:3]([NH2:11])[C:4]2[C:9]([CH:10]=1)=[CH:8][CH:7]=[CH:6][CH:5]=2.Cl.Cl[C:14]1[CH:19]=[CH:18][N:17]=[CH:16][CH:15]=1>>[CH3:1][C:2]1[N:3]([NH:11][C:14]2[CH:19]=[CH:18][N:17]=[CH:16][CH:15]=2)[C:4]2[C:9]([CH:10]=1)=[CH:8][CH:7]=[CH:6][CH:5]=2 |f:1.2|. Procedure details: The title compound was prepared from 2-methyl-1H-indol-1-amine and 4-chloropyridine hydrochloride at 120° C. for 30 minutes in substantially the same manner as in Example 1, m.p. 75°-78° C.